Dataset: the Open Reaction Database (ORD), a public repository of structured organic reaction records. Task: describe an organic reaction: reactants, conditions, products, and yield The product is Clc1ccc(C=NN=c2ccn(-c3ccc(Cl)cc3)cc2)cc1, O=S(=O)(O)F. Starting materials: CCO, O=Cc1ccc(Cl)cc1, NN=c1ccn(-c2ccc(Cl)cc2)cc1, O=S(=O)(O)F, O. RXN SMILES: [CH3:31][CH2:32][OH:33].[Cl:22][c:23]1[cH:24][cH:25][c:26]([CH:27]=[O:28])[cH:29][cH:30]1.[Cl:6][c:7]1[cH:8][cH:9][c:10](-[n:13]2[cH:14][cH:15][c:16](=[N:19][NH2:20])[cH:17][cH:18]2)[cH:11][cH:12]1.[F:1][S:2](=[O:3])(=[O:4])[OH:5].[OH2:21]>>[Cl:6][c:7]1[cH:8][cH:9][c:10](-[n:13]2[cH:14][cH:15][c:16](=[N:19][N:20]=[CH:27][c:26]3[cH:25][cH:24][c:23]([Cl:22])[cH:30][cH:29]3)[cH:17][cH:18]2)[cH:11][cH:12]1.[F:1][S:2](=[O:3])(=[O:4])[OH:5].